Dataset: the Open Reaction Database (ORD), a public repository of structured organic reaction records. Task: describe an organic reaction: reactants, conditions, products, and yield Reactants: N1N=C(N=C1)S (1,2,4-triazole-3-thiol), C[O-].[Na+] (sodium methoxide), CS(=O)(=O)OCC1CCC1 (cyclobutylmethyl methanesulfonate). Run in CO (methanol). Conditions: temperature 25 celsius. Product: N1N=C(N=C1)SCC1CCC1 (cyclobutylmethyl 1,2,4-triazol-3-yl sulfide). Yield: 64.4%. Reaction SMILES: [NH:1]1[CH:5]=[N:4][C:3]([SH:6])=[N:2]1.C[O-].[Na+].CS(O[CH2:15][CH:16]1[CH2:19][CH2:18][CH2:17]1)(=O)=O>CO>[NH:1]1[CH:5]=[N:4][C:3]([S:6][CH2:15][CH:16]2[CH2:19][CH2:18][CH2:17]2)=[N:2]1 |f:1.2|. Procedure details: To a solution of 1,2,4-triazole-3-thiol (20.2 g; 0.20 mol) and sodium methoxide (11.8 g; 0.22 mol) in methanol (250 ml) is added cyclobutylmethyl methanesulfonate (36.4 g; 0.22 mol). The mixture was refluxed for 27 h under dry nitrogen, allowed to cool to 25° C. and filtered. The solid was washed with ethyl acetate and the organic solutions combined and evaporated. The residue was dissolved in water (250 ml) and extracted into ethyl acetate (250 ml) and dichloromethane (100 ml). The extracts wer... Reactants: C(C)(C)(C)O[C@H](C(=O)O)C1=C(C2=CC=C(C=C2C=C1C)C1=NC=CC=N1)C1=CC=C(C=C1)Cl ((S)-2-tert-butoxy-2-(1-(4-chlorophenyl)-3-methyl-6-(pyrimidin-2-yl)naphthalen-2-yl)acetic acid), BrC1=NC=CC=N1 (2-bromopyrimidine). The product is C(C)(C)(C)O[C@H](C(=O)O)C1=C(C2=CC=C(C=C2C=C1C)C1=NC=CN=C1)C1=CC=C(C=C1)Cl ((S)-2-tert-butoxy-2-(1-(4-chlorophenyl)-3-methyl-6-(pyrazin-2-yl)naphthalen-2-yl)acetic acid). As a reaction SMILES: [C:1]([O:5][C@@H:6]([C:10]1[C:19]([CH3:20])=[CH:18][C:17]2[C:12](=[CH:13][CH:14]=[C:15]([C:21]3[N:26]=[CH:25][CH:24]=CN=3)[CH:16]=2)[C:11]=1[C:27]1[CH:32]=[CH:31][C:30]([Cl:33])=[CH:29][CH:28]=1)[C:7]([OH:9])=[O:8])([CH3:4])([CH3:3])[CH3:2].Br[C:35]1N=CC=C[N:36]=1>>[C:1]([O:5][C@@H:6]([C:10]1[C:19]([CH3:20])=[CH:18][C:17]2[C:12](=[CH:13][CH:14]=[C:15]([C:21]3[CH:35]=[N:36][CH:24]=[CH:25][N:26]=3)[CH:16]=2)[C:11]=1[C:27]1[CH:28]=[CH:29][C:30]([Cl:33])=[CH:31][CH:32]=1)[C:7]([OH:9])=[O:8])([CH3:2])([CH3:3])[CH3:4]. Procedure: (S)-2-tert-butoxy-2-(1-(4-chlorophenyl)-3-methyl-6-(pyrazin-2-yl)naphthalen-2-yl)acetic acid was prepared in a similar fashion to compound 59 with the substitution of 2-chloropyrazine for 2-bromopyrimidine in step 2. The title compound (0.026 g) was isolated as an amorphous pale yellow powder. LCMS-ESI+ (m/z): [M+H]+ calcd for C27H26ClN2O3: 461.96; found: 461.30. 1H-NMR: 400 MHz, (CD3CN) δ: 9.23 (s, 1H); 8.67 (s, 1H); 8.56 (s, 2H); 8.05 (d, J=8.8 Hz, 1H); 7.89 (s, 1H); 7.61-7.54 (m, 3H); 7.42 (d... Reactants: ice water, C([O-])(O)=O.[Na+] (sodium bicarbonate), ClC1=CC(=CC=C1)C(=O)OO (3-chloroperbenzoic acid), C1(=CC=CC=C1)SC=1C([C@H]2N(C1C(=O)OCC1=CC=C(C=C1)[N+](=O)[O-])C([C@@H]2[C@@H](C)O)=O)C (p-nitrobenzyl(1RS,5S,6S)-2-phenylthio-6-[(1R)-1-hydroxyethyl]-1-methyl-1-carbapen-2-em-3-carboxylate). The solvent is C(Cl)Cl (methylene chloride), C(Cl)Cl (methylene chloride), C(Cl)Cl (methylene chloride). Reaction conditions: time 35 minute. Yields the product C1(=CC=CC=C1)S(=O)C=1C([C@H]2N(C1C(=O)OCC1=CC=C(C=C1)[N+](=O)[O-])C([C@@H]2[C@@H](C)O)=O)C (p-Nitrobenzyl(1RS,5S,6S)-2-phenylsulfinyl-6-[(1R)-1-hydroxyethyl]-1-methyl-1-carbapen-2-em-3-carboxylate). RXN SMILES: C(=O)(O)[O-:2].[Na+].ClC1C=CC=C(C(OO)=O)C=1.[C:17]1([S:23][C:24]2[CH:25]([CH3:48])[C@@H:26]3[C@@H:43]([C@H:44]([OH:46])[CH3:45])[C:42](=[O:47])[N:27]3[C:28]=2[C:29]([O:31][CH2:32][C:33]2[CH:38]=[CH:37][C:36]([N+:39]([O-:41])=[O:40])=[CH:35][CH:34]=2)=[O:30])[CH:22]=[CH:21][CH:20]=[CH:19][CH:18]=1>C(Cl)Cl>[C:17]1([S:23]([C:24]2[CH:25]([CH3:48])[C@@H:26]3[C@@H:43]([C@H:44]([OH:46])[CH3:45])[C:42](=[O:47])[N:27]3[C:28]=2[C:29]([O:31][CH2:32][C:33]2[CH:38]=[CH:37][C:36]([N+:39]([O-:41])=[O:40])=[CH:35][CH:34]=2)=[O:30])=[O:2])[CH:22]=[CH:21][CH:20]=[CH:19][CH:18]=1 |f:0.1|. Procedure details: 19 ml of saturated aqueous sodium bicarbonate solution and a solution of 350 mg of 3-chloroperbenzoic acid in 10 ml of methylene chloride were added to a solution of 360 mg of p-nitrobenzyl(1RS,5S,6S)-2-phenylthio-6-[(1R)-1-hydroxyethyl]-1-methyl-1-carbapen-2-em-3-carboxylate in 19 ml of methylene chloride, kept at 0° to 5° C. with ice-water cooling, and the mixture was stirred for 35 minutes at the same temperature. The reaction mixture was then diluted with methylene chloride and washed with s... The reactants are C(C1=CC=CC=C1)N1C[C@H]2[C@@H](C1)[C@H](CC2)NC(C(C2CCCCC2)C2CCCCC2)=O (N-[(3aS,4S,6aR)-2-benzyloctahydrocyclopenta[c]pyrrol-4-yl]-2,2-dicyclohexylacetamide). Reagents/catalysts: [OH-].[OH-].[Pd+2] (palladium hydroxide on carbon). The solvent is CO (methanol). Run at time 16 hour. Yields the product C1(CCCCC1)C(C(=O)N[C@H]1CC[C@H]2CNC[C@H]21)C2CCCCC2 (2,2-dicyclohexyl-N-[(3aS,4S,6aR)-octahydrocyclopenta[c]pyrrol-4-yl]acetamide). Reaction SMILES: C([N:8]1[CH2:12][C@H:11]2[C@@H:13]([NH:16][C:17](=[O:31])[CH:18]([CH:25]3[CH2:30][CH2:29][CH2:28][CH2:27][CH2:26]3)[CH:19]3[CH2:24][CH2:23][CH2:22][CH2:21][CH2:20]3)[CH2:14][CH2:15][C@H:10]2[CH2:9]1)C1C=CC=CC=1>[OH-].[OH-].[Pd+2].CO>[CH:25]1([CH:18]([CH:19]2[CH2:24][CH2:23][CH2:22][CH2:21][CH2:20]2)[C:17]([NH:16][C@@H:13]2[C@H:11]3[C@H:10]([CH2:9][NH:8][CH2:12]3)[CH2:15][CH2:14]2)=[O:31])[CH2:26][CH2:27][CH2:28][CH2:29][CH2:30]1 |f:1.2.3|. Procedure details: N-[(3aS,4S,6aR)-2-benzyloctahydrocyclopenta[c]pyrrol-4-yl]-2,2-dicyclohexylacetamide (2.65 g, 6.27 mmol) from Example 15 and methanol (60 mL) were added to 20% palladium hydroxide on carbon (wet, 0.530 g, 3.77 mmol) in a 250 mL pressure bottle. The reaction was stirred for 16 hours under hydrogen (30 psi) at room temperature. The mixture was filtered through a nylon membrane and the solvent removed in vacuo. The crude material was chromatographed on a silica gel cartridge (Analogix®, Burlington,...